The task is: describe an organic reaction: reactants, conditions, products, and yield. This data is from the Open Reaction Database (ORD), a public repository of structured organic reaction records. Starting materials: ClC1=C(C=CC(=C1)[N+](=O)[O-])F (2-Chloro-1-fluoro-4-nitrobenzene), COCCO (2-(methyloxy)ethanol), C([O-])([O-])=O.[K+].[K+] (potassium carbonate), COCCO (2-(methyloxy)ethanol), C([O-])([O-])=O.[K+].[K+] (Potassium carbonate), CN(C)C=O (DMF). The solvent is CCOC(=O)C (EtOAc), O (water), C(C)#N (Acetonitrile). Reaction conditions: temperature 50 celsius. Product: ClC1=C(C=CC(=C1)[N+](=O)[O-])OCCOC (2-Chloro-1-{[2-(methyloxy)ethyl]oxy}-4-nitrobenzene). The yield is 94.7%. RXN SMILES: [Cl:1][C:2]1[CH:7]=[C:6]([N+:8]([O-:10])=[O:9])[CH:5]=[CH:4][C:3]=1F.[CH3:12][O:13][CH2:14][CH2:15][OH:16].C(=O)([O-])[O-].[K+].[K+].CN(C=O)C>C(#N)C.CCOC(C)=O.O>[Cl:1][C:2]1[CH:7]=[C:6]([N+:8]([O-:10])=[O:9])[CH:5]=[CH:4][C:3]=1[O:16][CH2:15][CH2:14][O:13][CH3:12] |f:2.3.4|. Procedure: 2-Chloro-1-fluoro-4-nitrobenzene (0.8 g, 4.56 mmol) and 2-(methyloxy)ethanol (0.52 g, 6.84 mmol) were combined and dissolved in Acetonitrile (15 mL). Potassium carbonate (2.4 g, 17 mmol) was then added and the resulting mixture was heated at 50° C. for 16 h. The reaction was not complete so additional potassium carbonate (1.0 g, 7.24 mmol) and 2-(methyloxy)ethanol (0.08 g, 1.05 mmol) were added as well as DMF (3 mL) to aid in solubilizing the reaction which was then heated at 85° C. for 16 h. Th... Reactants: C(C1=CC=CC=C1)ON=CC1=CC=CC=C1 (N-benzyloxybenzylideneamine), C[SiH](C1=CC=CC=C1)C (dimethylphenylsilane), ClCCl (dichloromethane), FC(C(=O)O)(F)F (trifluoroacetic acid). Conditions: time 16 hour. Product: Cl.C(C1=CC=CC=C1)NOCC1=CC=CC=C1 (N,O-Dibenzylhydroxylamine hydrochloride). The yield is 45.0%. RXN SMILES: [CH2:1]([O:8][N:9]=[CH:10][C:11]1[CH:16]=[CH:15][CH:14]=[CH:13][CH:12]=1)[C:2]1[CH:7]=[CH:6][CH:5]=[CH:4][CH:3]=1.C[SiH](C)C1C=CC=CC=1.FC(F)(F)C(O)=O.[Cl:33]CCl>>[ClH:33].[CH2:10]([NH:9][O:8][CH2:1][C:2]1[CH:7]=[CH:6][CH:5]=[CH:4][CH:3]=1)[C:11]1[CH:12]=[CH:13][CH:14]=[CH:15][CH:16]=1 |f:4.5|. Reported procedure: To a solution of crude N-benzyloxybenzylideneamine from Example 22(a) (3.0 g, 14.2 mmol) in dichloromethane (30 mL) at 0° C. was added dimethylphenylsilane (3.09 mL, 20.3 mmol) followed by trifluoroacetic acid (3.92 mL, 50.6 mmol). The solution was allowed to warm to room temperature and was stirred for 16 hours. The solution was concentrated by rotary evaporation. To the crude oil was added dichloromethane (20 mL) and a hydrogen chloride saturated solution of dichloromethane (20 mL). The insolu...